Dataset: the Open Reaction Database (ORD), a public repository of structured organic reaction records. Task: describe an organic reaction: reactants, conditions, products, and yield Starting materials: CCOP(=O)(OCC)C1CCc2cc(C(F)(F)F)ccc2N1C(=O)OCC(Cl)(Cl)Cl, CO, [Zn]. Product: CCOP(=O)(OCC)C1CCc2cc(C(F)(F)F)ccc2N1. RXN SMILES: [CH2:1]([CH3:2])[O:3][P:4]([O:5][CH2:6][CH3:7])(=[O:8])[CH:9]1[N:10]([C:23]([O:24][CH2:25][C:26]([Cl:27])([Cl:28])[Cl:29])=[O:30])[c:11]2[cH:12][cH:13][c:14]([C:19]([F:20])([F:21])[F:22])[cH:15][c:16]2[CH2:17][CH2:18]1.[CH3:31][OH:32].[Zn:33]>>[CH2:1]([CH3:2])[O:3][P:4]([O:5][CH2:6][CH3:7])(=[O:8])[CH:9]1[NH:10][c:11]2[cH:12][cH:13][c:14]([C:19]([F:20])([F:21])[F:22])[cH:15][c:16]2[CH2:17][CH2:18]1. Reactants: BrC=1C(C2=CC(=CC=C2C1C1=CC(=CC(=C1)F)F)OCCN1CCN(CC1)S(=O)(=O)C)=O (2-Bromo-3-(3,5-difluorophenyl)-6-{2-[4-(methylsulfonyl)piperazin-1-yl]ethoxy}-1H-inden-1-one), O1CCN(CC1)CCOC1=CC=C2C(=C(C(C2=C1)=O)Br)C1=CC=CC=C1 (6-(2-morpholinoethoxy)-2-bromo-3-phenyl-1H-inden-1-one), FC=1C=C(C=CC1OC)B(O)O (3-fluoro-4-methoxyphenylboronic acid). Product: FC=1C=C(C=CC1OC)C=1C(C2=CC(=CC=C2C1C1=CC(=CC(=C1)F)F)OCCN1CCN(CC1)S(=O)(=O)C)=O (2-(3-Fluoro-4-methoxyphenyl)-3-(3,5-difluorophenyl)-6-{2-[4-(methylsulfonyl)piperazin-1-yl]ethoxy}-1H-inden-1-one). Yield: 71.0%. As a reaction SMILES: Br[C:2]1[C:3](=[O:32])[C:4]2[C:9]([C:10]=1[C:11]1[CH:16]=[C:15]([F:17])[CH:14]=[C:13]([F:18])[CH:12]=1)=[CH:8][CH:7]=[C:6]([O:19][CH2:20][CH2:21][N:22]1[CH2:27][CH2:26][N:25]([S:28]([CH3:31])(=[O:30])=[O:29])[CH2:24][CH2:23]1)[CH:5]=2.O1CCN(CCOC2C=C3C(C(C4C=CC=CC=4)=C(Br)C3=O)=CC=2)CC1.[F:59][C:60]1[CH:61]=[C:62](B(O)O)[CH:63]=[CH:64][C:65]=1[O:66][CH3:67]>>[F:59][C:60]1[CH:61]=[C:62]([C:2]2[C:3](=[O:32])[C:4]3[C:9]([C:10]=2[C:11]2[CH:12]=[C:13]([F:18])[CH:14]=[C:15]([F:17])[CH:16]=2)=[CH:8][CH:7]=[C:6]([O:19][CH2:20][CH2:21][N:22]2[CH2:23][CH2:24][N:25]([S:28]([CH3:31])(=[O:29])=[O:30])[CH2:26][CH2:27]2)[CH:5]=3)[CH:63]=[CH:64][C:65]=1[O:66][CH3:67]. Reported procedure: The procedure of Step 7 of Example 1 was repeated except for using 2-bromo-3-(3,5-difluorophenyl)-6-{2-[4-(methylsulfonyl)piperazin-1-yl]ethoxy}-1H-inden-1-one obtained in Step 1 of Example 96 as a starting material instead of 6-(2-morpholinoethoxy)-2-bromo-3-phenyl-1H-inden-1-one, 3-fluoro-4-methoxyphenylboronic acid instead of 3-pyridinylboronic acid, and being purified by silica gel column chromatography (EtOAc/CH2Cl2=1:1) to obtain the title compound (71%).